From a dataset of the Open Reaction Database (ORD), a public repository of structured organic reaction records. describe an organic reaction: reactants, conditions, products, and yield Starting materials: ClC=1C=CC2=C(NC(C3=C(N2)C=CC=C3)=S)C1 (8-chloro-5,10-dihydro-dibenzo[b,e][1,4]diazepin-11-thione), NCCCN1C=NC=C1 (1-(3-aminopropyl)imidazole). Run in C(C)OCCO (2-ethoxyethanol). Yields the product ClC=1C=CC2=C(N=C(C3=C(N2)C=CC=C3)NCCCN3C=NC=C3)C1 ((8-Chloro-5H-dibenzo[b,e][1,4]diazepin-11-yl)-(3-imidazol-1-yl-propyl)-amin). The yield is 62.5%. Reaction SMILES: [Cl:1][C:2]1[CH:3]=[CH:4][C:5]2[NH:11][C:10]3[CH:12]=[CH:13][CH:14]=[CH:15][C:9]=3[C:8](=S)[NH:7][C:6]=2[CH:17]=1.[NH2:18][CH2:19][CH2:20][CH2:21][N:22]1[CH:26]=[CH:25][N:24]=[CH:23]1>C(OCCO)C>[Cl:1][C:2]1[CH:3]=[CH:4][C:5]2[NH:11][C:10]3[CH:12]=[CH:13][CH:14]=[CH:15][C:9]=3[C:8]([NH:18][CH2:19][CH2:20][CH2:21][N:22]3[CH:26]=[CH:25][N:24]=[CH:23]3)=[N:7][C:6]=2[CH:17]=1. Procedure: A solution of 0.6 g (2.3 mmol) of 8-chloro-5,10-dihydro-dibenzo[b,e][1,4]diazepin-11-thione in 15 mL of 2-ethoxyethanol was treated with 0.6 mL (4.6 mmol) of 1-(3-aminopropyl)imidazole and heated at reflux for 3 days. The solvent was removed under reduced pressure and the residue taken up in EtOAc and washed four times with H2O, then saturated NaHCO3 solution, and saturated NaCl solution. Drying over MgSO4 and removal of the solvent under reduced pressure left the crude product. Trituration with... Starting materials: N(C(=O)C)\C(=C/C(=O)OC)\C (methyl 3-acetaminocrotonate), FC1=CC(=CC=2OCC3N(C21)CCC3)N (9-fluoro-2,3,3a,4-tetrahydro-1H-benzo[b]pyrrolo[1,2-d][1,4]oxazin-7-amine), C[Al](C)C (trimethylaluminum), N#N (N2). Run in C(Cl)Cl (CH2Cl2), C(Cl)Cl (CH2Cl2). Conditions: time 40 minute. Product: FC1=CC(=CC=2OCC3N(C21)CCC3)N3C(=NC(=CC3=O)C)C (3-(9-fluoro-2,3,3a,4-tetrahydro-1H-benzo[b]pyrrolo[1,2-d][1,4]oxazin-7-yl)-2,6-dimethylpyrimidin-4(3H)-one). The yield is 33.0%. Reaction SMILES: [F:1][C:2]1[C:11]2[N:10]3[CH2:12][CH2:13][CH2:14][CH:9]3[CH2:8][O:7][C:6]=2[CH:5]=[C:4]([NH2:15])[CH:3]=1.C[Al](C)C.N#N.[NH:22](/[C:26](/[CH3:32])=[CH:27]\[C:28](OC)=[O:29])[C:23]([CH3:25])=O>C(Cl)Cl>[F:1][C:2]1[C:11]2[N:10]3[CH2:12][CH2:13][CH2:14][CH:9]3[CH2:8][O:7][C:6]=2[CH:5]=[C:4]([N:15]2[C:28](=[O:29])[CH:27]=[C:26]([CH3:32])[N:22]=[C:23]2[CH3:25])[CH:3]=1. Procedure: To a solution of 9-fluoro-2,3,3a,4-tetrahydro-1H-benzo[b]pyrrolo[1,2-d][1,4]oxazin-7-amine (2.00 g, 9.61 mmol) in anhydrous CH2Cl2 (50 mL) was added trimethylaluminum (48 mL, 48 mmol, 1 M in heptane) slowly under N2. Upon the end of addition the mixture was stirred at rt for 40 min, followed by addition of a solution of methyl 3-acetaminocrotonate (2.66 g, 16.92 mmol) in anhydrous CH2Cl2 (30 mL) dropwise. The reaction mixture was stirred at rt for another 5 h, then quenched with an appropriate a...